This data is from the Open Reaction Database (ORD), a public repository of structured organic reaction records. The task is: describe an organic reaction: reactants, conditions, products, and yield The reactants are NC1=C(C=C(C[C@@H]2CS(C[C@@H]3N(C(O[C@@H]23)=O)CC2=CC(=CC=C2)C(C)(C)C)(=O)=O)C=C1)F ((3aR,7S,7aS)-7-(4-amino-3-fluoro-benzyl)-3-(3-tert-butyl-benzyl)-5,5-dioxo-hexahydro-1-oxa-5lambda*6*-thia-3-aza-inden-2-one), ClN1C(CCC1=O)=O (N-chlorosuccinimide). The solvent is C(C)#N (ACN). The product is NC1=C(C=C(C[C@@H]2CS(C[C@@H]3N(C(O[C@@H]23)=O)CC2=CC(=CC=C2)C(C)(C)C)(=O)=O)C=C1F)Cl ((3aR,7S,7aS)-7-(4-Amino-3-chloro-5-fluoro-benzyl)-3-(3-tert-butyl-benzyl)-5,5-dioxo-hexahydro-1-oxa-5lambda*6*-thia-3-aza-inden-2-one). Reaction SMILES: [NH2:1][C:2]1[CH:31]=[CH:30][C:5]([CH2:6][C@H:7]2[C@H:15]3[C@@H:11]([N:12]([CH2:17][C:18]4[CH:23]=[CH:22][CH:21]=[C:20]([C:24]([CH3:27])([CH3:26])[CH3:25])[CH:19]=4)[C:13](=[O:16])[O:14]3)[CH2:10][S:9](=[O:29])(=[O:28])[CH2:8]2)=[CH:4][C:3]=1[F:32].[Cl:33]N1C(=O)CCC1=O>C(#N)C>[NH2:1][C:2]1[C:3]([F:32])=[CH:4][C:5]([CH2:6][C@H:7]2[C@H:15]3[C@@H:11]([N:12]([CH2:17][C:18]4[CH:23]=[CH:22][CH:21]=[C:20]([C:24]([CH3:26])([CH3:27])[CH3:25])[CH:19]=4)[C:13](=[O:16])[O:14]3)[CH2:10][S:9](=[O:28])(=[O:29])[CH2:8]2)=[CH:30][C:31]=1[Cl:33]. Procedure details: A solution of (3aR,7S,7aS)-7-(4-amino-3-fluoro-benzyl)-3-(3-tert-butyl-benzyl)-5,5-dioxo-hexahydro-1-oxa-5lambda*6*-thia-3-aza-inden-2-one (4.0 g, 8.69 mmol, example 81) and N-chlorosuccinimide (1.276 g, 9.55 mmol) in ACN (130 mL) was heated at reflux for 2 h. The reaction mixture was evaporated and the residue was purified by chromatography (Combi Flash, 120 g silicagel, hexane-EtOAc) to provide the title compound as a colorless solid: TLC (toluene-EtOAc 3:1) Rf=0.42; UPLC RtD=1.887 min; [M+NH4... Starting materials: COC(C(CC=C)NC(C1=C(C=CC=C1Cl)Cl)=O)=O (2-(2,6-dichlorobenzamido)pent-4-enoic acid methyl ester), IC1=CC=C(OC2=NC=CC(=N2)OC)C=C1 (2-(4-iodophenoxy)-4-methoxypyrimidine). Product: COC(C(C\C=C\C1=CC=C(C=C1)OC1=NC=CC(=N1)OC)NC(C1=C(C=CC=C1Cl)Cl)=O)=O ((E)-2-(2,6-dichlorobenzamido)-5-[4-(4-methoxypyrimidin-2-yloxy)phenyl]pent-4-enoic acid methyl ester). The yield is 32.1%. RXN SMILES: [CH3:1][O:2][C:3](=[O:19])[CH:4]([NH:8][C:9](=[O:18])[C:10]1[C:15]([Cl:16])=[CH:14][CH:13]=[CH:12][C:11]=1[Cl:17])[CH2:5][CH:6]=[CH2:7].I[C:21]1[CH:35]=[CH:34][C:24]([O:25][C:26]2[N:31]=[C:30]([O:32][CH3:33])[CH:29]=[CH:28][N:27]=2)=[CH:23][CH:22]=1>>[CH3:1][O:2][C:3](=[O:19])[CH:4]([NH:8][C:9](=[O:18])[C:10]1[C:11]([Cl:17])=[CH:12][CH:13]=[CH:14][C:15]=1[Cl:16])[CH2:5]/[CH:6]=[CH:7]/[C:21]1[CH:22]=[CH:23][C:24]([O:25][C:26]2[N:31]=[C:30]([O:32][CH3:33])[CH:29]=[CH:28][N:27]=2)=[CH:34][CH:35]=1. Reported procedure: In the same manner as in Example 1, 2-(2,6-dichlorobenzamido)pent-4-enoic acid methyl ester (60 mg) was reacted with 2-(4-iodophenoxy)-4-methoxypyrimidine (78 mg) to obtain (E)-2-(2,6-dichlorobenzamido)-5-[4-(4-methoxypyrimidin-2-yloxy)phenyl]pent-4-enoic acid methyl ester (32 mg). Column chromatography (silica gel, eluent: hexane/ethyl acetate=2/1→cyclohexane/chloroform=1/1→1/10→0/1) was used for purification. Reactants: ClC(=O)C=1C=CC2=C(SC3=C(CC2=O)C=CC=C3)C1 (3-chlorocarbonyl-10,11-dihydro-11-oxodibenzo[b,f]thiepin), [Na] (sodium), OCCC(=O)O (β-hydroxypropionic acid). Solvent: O1CCCC1 (tetrahydrofuran). Reaction conditions: time 18 hour. Yields the product O=C1C2=C(SC3=C(C1)C=CC=C3)C=C(C=C2)C(=O)OCCC(=O)O (β-Carboxyethyl 10,11-Dihydro-11-oxodibenzo[b,f]thiepin-3-carboxylate). As a reaction SMILES: Cl[C:2]([C:4]1[CH:5]=[CH:6][C:7]2[C:13](=[O:14])[CH2:12][C:11]3[CH:15]=[CH:16][CH:17]=[CH:18][C:10]=3[S:9][C:8]=2[CH:19]=1)=[O:3].[Na].[OH:21][CH2:22][CH2:23][C:24]([OH:26])=[O:25]>O1CCCC1>[O:14]=[C:13]1[CH2:12][C:11]2[CH:15]=[CH:16][CH:17]=[CH:18][C:10]=2[S:9][C:8]2[CH:19]=[C:4]([C:2]([O:21][CH2:22][CH2:23][C:24]([OH:26])=[O:25])=[O:3])[CH:5]=[CH:6][C:7]1=2 |^1:19|. Procedure: Dissolve 1.0 gm. of 3-chlorocarbonyl-10,11-dihydro-11-oxodibenzo[b,f]thiepin in 20 cc. of tetrahydrofuran and add 1.0 gm. of the sodium salt of β-hydroxypropionic acid. Stir the mixture at room temperature for 18 hours. Filter and evaporate the filtrate to dryness. Recrystallize the solid residue from ethanol to obtain the title product. Starting materials: [OH-].[Na+] (sodium hydroxide), NC1=CC=CC(=N1)CC(=O)OCC (ethyl 2-(6-amino-2-pyridyl)acetate), [Li] (Lithium), [H-] (hydride). Run in O (water), O1CCCC1 (tetrahydrofuran), O1CCCC1 (tetrahydrofuran). Conditions: time 15 minute. Product: NC1=CC=CC(=N1)CCO (2-(6-Amino-2-pyridyl)ethanol). The yield is 55.6%. Reaction SMILES: [Li].[H-].[NH2:3][C:4]1[N:9]=[C:8]([CH2:10][C:11](OCC)=[O:12])[CH:7]=[CH:6][CH:5]=1.[OH-].[Na+]>O1CCCC1.O>[NH2:3][C:4]1[N:9]=[C:8]([CH2:10][CH2:11][OH:12])[CH:7]=[CH:6][CH:5]=1 |f:3.4,^1:0|. Reported procedure: Lithium alumnium hydride (114 mg) was dissolved in tetrahydrofuran (10 ml). To the solution was added dropwise, at 0° C., a solution of ethyl 2-(6-amino-2-pyridyl)acetate (0.54 g) in tetrahydrofuran (4 ml). The mixture was stirred for 15 minutes at the same temperature. To the reaction mixture were added water (0.12 ml) and 1N sodium hydroxide (0.36 ml), successively. Resulting insolubles were filtered off, and the filtrate was concentrated. The concentrate was purified by means of a column chro... Reactants: BrCC1=NC(=CC=C1)C (2-bromomethyl-6-methylpyridine), CNC (dimethylamine). The product is tertiary amine, CN(C)CC1=NC(=CC=C1)C (2-dimethylaminomethyl-6-methylpyridine). As a reaction SMILES: Br[CH2:2][C:3]1[CH:8]=[CH:7][CH:6]=[C:5]([CH3:9])[N:4]=1.[CH3:10][NH:11][CH3:12]>>[CH3:10][N:11]([CH2:2][C:3]1[CH:8]=[CH:7][CH:6]=[C:5]([CH3:9])[N:4]=1)[CH3:12]. Procedure: 2-bromomethyl-6-methylpyridine is treated with dimethylamine to give the corresponding tertiary amine, 2-dimethylaminomethyl-6-methylpyridine. The tertiary amine is treated with cyanomethyl benzenesulfonate, as in Preparation II, to give dimethylcyanomethyl-(6-methyl-2-picolyl) ammonium benzene sulfonate. The quaternary ammonium salt is rearranged using sodium hydride and alkylated with benzylbromide according to the procedure described in Example 2. The alkylated cyanoamine is decyanated with s...